From a dataset of the Open Reaction Database (ORD), a public repository of structured organic reaction records. describe an organic reaction: reactants, conditions, products, and yield Reactants: C1(=CC=CC=C1)NCC[C@H]1C[C@H](CCC1)NC(=O)C=1C(=NOC1C)C1=C(C=CC=C1F)Cl (N-{(1S,3S)-3-[2-(phenylamino)ethyl]cyclohexyl }[3-(2-chloro-6-fluorophenyl)-5-methylisoxazol-4-yl]carboxamide), C[Si](C)(C)[N-][Si](C)(C)C.[K+] (potassium bis(trimethylsilyl)amide). Solvent: CN(C)C=O (DMF). Conditions: time 5 minute. The product is C1(=CC=CC=C1)NCC[C@H]1C[C@H](CCC1)N1C(C=2C(C=3C(=CC=CC13)Cl)=NOC2C)=O (5-{(1S,3S)-3-[2-(phenylamino)ethyl]cyclohexyl }-9-chloro-3-methyl-5H-isoxazolo[4,3-c]quinolin-4-one). As a reaction SMILES: [C:1]1([NH:7][CH2:8][CH2:9][C@@H:10]2[CH2:15][CH2:14][CH2:13][C@H:12]([NH:16][C:17]([C:19]3[C:20]([C:25]4[C:30](F)=[CH:29][CH:28]=[CH:27][C:26]=4[Cl:32])=[N:21][O:22][C:23]=3[CH3:24])=[O:18])[CH2:11]2)[CH:6]=[CH:5][CH:4]=[CH:3][CH:2]=1.C[Si]([N-][Si](C)(C)C)(C)C.[K+]>CN(C=O)C>[C:1]1([NH:7][CH2:8][CH2:9][C@@H:10]2[CH2:15][CH2:14][CH2:13][C@H:12]([N:16]3[C:30]4[CH:29]=[CH:28][CH:27]=[C:26]([Cl:32])[C:25]=4[C:20]4=[N:21][O:22][C:23]([CH3:24])=[C:19]4[C:17]3=[O:18])[CH2:11]2)[CH:6]=[CH:5][CH:4]=[CH:3][CH:2]=1 |f:1.2|. Procedure: N-{(1S,3S)-3-[2-(phenylamino)ethyl]cyclohexyl }[3-(2-chloro-6-fluorophenyl)-5-methylisoxazol-4-yl]carboxamide (54 mg; 0.118 mmol) was dissolved in anhydrous DMF (2 mL) under a dry nitrogen atmosphere at room temperature. When potassium bis(trimethylsilyl)amide (0.5 M in toluene; 572 μL; 2.2 equiv) was added dropwise to this solution, a clear orange color formed. After 5 min, the reaction was chilled in an ice bath, quenched with 1N HCl(aq) (10 mL), and extracted with ethyl acetate (twice). The o...